This data is from the Open Reaction Database (ORD), a public repository of structured organic reaction records. The task is: describe an organic reaction: reactants, conditions, products, and yield The reactants are C1(CC1)CN1[C@H]2[C@@]34C[C@@H]([C@@]([C@H]5[C@]3(CC1)C1=C(O5)C(=CC=C1C2)O)(CC4)OC)COCC=4C=C(C=CC4)NC(C)=O (N-(3-((((4R,4aS,6R,7R,7aR,12bS)-3-(cyclopropylmethyl)-9-hydroxy-7-methoxy-1,2,3,4,5,6,7,7a-octahydro-4a,7-ethano-4,12-methanobenzofuro[3,2-e]isoquinolin-6-yl)methoxy)methyl)phenyl)acetamide), C1(CC1)CN1[C@H]2[C@@]34C[C@@H]([C@@]([C@H]5[C@]3(CC1)C1=C(O5)C(=CC=C1C2)O)(CC4)OC)COCC=4C=C(C=CC4)NC(C)=O (N-(3-((((4R,4aS,6R,7R,7aR,12bS)-3-(cyclopropylmethyl)-9-hydroxy-7-methoxy-1,2,3,4,5,6,7,7a-octahydro-4a,7-ethano-4,12-methanobenzofuro[3,2-e]isoquinolin-6-yl)methoxy)methyl)phenyl)acetamide), BrC=1C=C(CBr)C=CC1 (3-bromobenzyl bromide), aryl bromide, NC1=CC=CC=C1 (aniline), NC1=CC=CC=C1 (aniline), C(C)(=O)Cl (acetyl chloride), C(=O)(C(F)(F)F)O (TFA). The product is C1(CC1)CN1[C@H]2[C@@]34C[C@@H]([C@@]([C@H]5[C@]3(CC1)C1=C(O5)C(=CC=C1C2)O)(CC4)OC)COCC=4C=C(C=CC4)NC(C)=O (N-(3-((((4R,4aS,6R,7R,7aR,12bS)-3-(cyclopropylmethyl)-9-hydroxy-7-methoxy-1,2,3,4,5,6,7,7a-octahydro-4a,7-ethano-4,12-methanobenzofuro[3,2-e]isoquinolin-6-yl)methoxy)methyl)phenyl)acetamide), Cl (HCl). As a reaction SMILES: [CH:1]1([CH2:4][N:5]2[CH2:14][CH2:13][C@@:12]34[C:15]5[C:21]6[CH2:22][C@@H:6]2[C@@:7]23[CH2:25][CH2:24][C@:10]([O:26][CH3:27])([C@@H:11]4[O:17][C:16]=5[C:18]([OH:23])=[CH:19][CH:20]=6)[C@@H:9]([CH2:28][O:29][CH2:30][C:31]3[CH:32]=[C:33]([NH:37][C:38](=[O:40])[CH3:39])[CH:34]=[CH:35][CH:36]=3)[CH2:8]2)[CH2:3][CH2:2]1.BrC1C=C(C=CC=1)CBr.NC1C=CC=CC=1.C([Cl:60])(=O)C.C(O)(C(F)(F)F)=O>>[CH:1]1([CH2:4][N:5]2[CH2:14][CH2:13][C@@:12]34[C:15]5[C:21]6[CH2:22][C@@H:6]2[C@@:7]23[CH2:25][CH2:24][C@:10]([O:26][CH3:27])([C@@H:11]4[O:17][C:16]=5[C:18]([OH:23])=[CH:19][CH:20]=6)[C@@H:9]([CH2:28][O:29][CH2:30][C:31]3[CH:32]=[C:33]([NH:37][C:38](=[O:40])[CH3:39])[CH:34]=[CH:35][CH:36]=3)[CH2:8]2)[CH2:2][CH2:3]1.[ClH:60]. Reported procedure: In a similar manner N-(3-((((4R,4aS,6R,7R,7aR,12bS)-3-(cyclopropylmethyl)-9-hydroxy-7-methoxy-1,2,3,4,5,6,7,7a-octahydro-4a,7-ethano-4,12-methanobenzofuro[3,2-e]isoquinolin-6-yl)methoxy)methyl)phenyl)acetamide (Compound 72) was prepared from R-101 using 3-bromobenzyl bromide, followed by conversion of the aryl bromide to the aniline, subsequent reaction of the aniline with acetyl chloride and final cleavage of the p-methoxybenzyl group by TFA. Purification by flash column chromatography (silica ... Reactants: CC1=NN(C2=CC=C(C=C12)[N+](=O)[O-])C(=O)OC(C)(C)C (tert-Butyl 3-methyl-5-nitro-1H-indazole-1-carboxylate), CC1=NNC2=CC=C(C=C12)[N+](=O)[O-] (3-methyl-5-nitro-1H-indazole), C(=O)(OC(C)(C)C)OC(=O)OC(C)(C)C (di-tert-butyl dicarbonate). The solvent is C(C)O (ethanol). Run at temperature 50 celsius, time 5 hour. The product is NC=1C=C2C(=NN(C2=CC1)C(=O)OC(C)(C)C)C (tert-Butyl 5-amino-3-methyl-1H-indazole-1-carboxylate). Reaction SMILES: [CH3:1][C:2]1[C:10]2[C:5](=[CH:6][CH:7]=[C:8]([N+:11]([O-])=O)[CH:9]=2)[N:4]([C:14]([O:16][C:17]([CH3:20])([CH3:19])[CH3:18])=[O:15])[N:3]=1.CC1C2C(=CC=C([N+]([O-])=O)C=2)NN=1.C(OC(OC(C)(C)C)=O)(OC(C)(C)C)=O>C(O)C>[NH2:11][C:8]1[CH:9]=[C:10]2[C:5](=[CH:6][CH:7]=1)[N:4]([C:14]([O:16][C:17]([CH3:19])([CH3:18])[CH3:20])=[O:15])[N:3]=[C:2]2[CH3:1]. Reported procedure: tert-Butyl 3-methyl-5-nitro-1H-indazole-1-carboxylate. To a solution of 3-methyl-5-nitro-1H-indazole (0.95 g, 5.36 mmol) in ethanol (12 mL) was added di-tert-butyl dicarbonate (1.755 g, 8.04 mmol). The reaction was stirred at 50° C. for 5 h. The reaction mixture was cooled down to room temperature and the solvent was removed under reduced pressure. The crude was diluted with ethyl acetate (150 mL), washed with saturated sodium bicarbonate (100 mL), and brine (100 mL). The organic layer was dried... Starting materials: COC(=O)C1CCC(CC#Cc2ccc(C3CCCN3C)cn2)CC1, CO. Yields the product COC(=O)C1CCC(CCCc2ccc(C3CCCN3C)cn2)CC1. As a reaction SMILES: [CH3:1][O:2][C:3](=[O:4])[CH:5]1[CH2:6][CH2:7][CH:8]([CH2:11][C:12]#[C:13][c:14]2[n:15][cH:16][c:17]([CH:20]3[N:21]([CH3:25])[CH2:22][CH2:23][CH2:24]3)[cH:18][cH:19]2)[CH2:9][CH2:10]1.[CH3:26][OH:27]>>[CH3:1][O:2][C:3](=[O:4])[CH:5]1[CH2:6][CH2:7][CH:8]([CH2:11][CH2:12][CH2:13][c:14]2[n:15][cH:16][c:17]([CH:20]3[N:21]([CH3:25])[CH2:22][CH2:23][CH2:24]3)[cH:18][cH:19]2)[CH2:9][CH2:10]1. Starting materials: C(C1=CC=CC=C1)OC(=O)C1CN2C=CC3=C(C=CC(=C23)CN1)[C@@H]1C(NC([C@H]1C1=CNC2=CC=CC=C12)=O)=O ((±)-Trans-7-[4-(1H-indol-3-yl)-2,5-dioxo-pyrrolidin-3-yl]-3,4-dihydro-1H-[1,4]diazepino[6,7,1-hi]indole-2-carboxylic acid benzyl ester), [H][H] (hydrogen). The reagents and catalysts are [Pd] (palladium on carbon). Solvent: CO (methanol). The product is N1C=C(C2=CC=CC=C12)[C@@H]1C(NC([C@H]1C1=C2C=CN3C2=C(C=C1)CNCC3)=O)=O ((±)-trans-3-(1H-indol-3-yl)-4-(1,2,3,4-tetrahydro-[1,4]diazepino[6,7,1-hi]indol-7-yl)-pyrrolidine-2,5-dione), solid. Reaction SMILES: C(OC([CH:11]1[NH:23][CH2:22][C:20]2=[C:21]3[C:16](=[C:17]([C@H:24]4[C@H:28]([C:29]5[C:37]6[C:32](=[CH:33][CH:34]=[CH:35][CH:36]=6)[NH:31][CH:30]=5)[C:27](=[O:38])[NH:26][C:25]4=[O:39])[CH:18]=[CH:19]2)[CH:15]=[CH:14][N:13]3[CH2:12]1)=O)C1C=CC=CC=1.[H][H]>[Pd].CO>[NH:31]1[C:32]2[C:37](=[CH:36][CH:35]=[CH:34][CH:33]=2)[C:29]([C@H:28]2[C@H:24]([C:17]3[CH:18]=[CH:19][C:20]4[CH2:22][NH:23][CH2:11][CH2:12][N:13]5[C:21]=4[C:16]=3[CH:15]=[CH:14]5)[C:25](=[O:39])[NH:26][C:27]2=[O:38])=[CH:30]1. Procedure details: (±)-Trans-7-[4-(1H-indol-3-yl)-2,5-dioxo-pyrrolidin-3-yl]-3,4-dihydro-1H-[1,4]diazepino[6,7,1-hi]indole-2-carboxylic acid benzyl ester (161 mg, 0.31 mmol) and 10% palladium on carbon (100 mg) in anhydrous methanol (15 ml) were stirred under 1 atmosphere of hydrogen for 16 hours. The catalyst was then filtered through a bed of Celite and the filtrate evaporated to dryness to yield (±)-trans-3-(1H-indol-3-yl)-4-(1,2,3,4-tetrahydro-[1,4]diazepino[6,7,1-hi]indol-7-yl)-pyrrolidine-2,5-dione as an off... Product: CC(C)(OC(=O)N1CCN(CC1)C(C#C)(C)C)C (1-(1,1-Dimethylethoxycarbonyl)-4-(1,1-dimethylprop-2-ynyl)piperazine). Starting materials: CC(C)(OC(=O)N1CCNCC1)C (1-(1,1-dimethylethoxycarbonyl)piperazine), cuprous chloride, ClC(C#C)(C)C (3-chloro-3-methyl-1-butyne). The reagents and catalysts are [Cu] (copper). Reported procedure: To a mixture of 1-(1,1-dimethylethoxycarbonyl)piperazine (3.29 g), copper powder (20 mg), cuprous chloride (20 mg), ether (4 ml), and water (1 ml) under nitrogen at 0° is added a solution of 3-chloro-3-methyl-1-butyne in ether (1 ml) in 4 portions over 15 min. The mixture is stirred at 20°-25° for 2 hr, diluted with ether (25 ml) and water (10 ml), and the layers are separated. The aqueous layer is extracted with ether (3×25 ml), and the combined organic layer is washed with saline (25 ml), drie... RXN SMILES: [CH3:1][C:2]([CH3:13])([O:4][C:5]([N:7]1[CH2:12][CH2:11][NH:10][CH2:9][CH2:8]1)=[O:6])[CH3:3].Cl[C:15]([CH3:19])([CH3:18])[C:16]#[CH:17]>CCOCC.O.[Cu]>[CH3:3][C:2]([CH3:13])([O:4][C:5]([N:7]1[CH2:8][CH2:9][N:10]([C:15]([CH3:19])([CH3:18])[C:16]#[CH:17])[CH2:11][CH2:12]1)=[O:6])[CH3:1]. Conditions: time 2 hour. The solvent is O (water), CCOCC (ether), CCOCC (ether), O (water), CCOCC (ether). The reactants are C(C)OC(=O)C=1NN=C(C1)COC1=CC=CC=C1 (5-phenoxymethyl-2H-pyrazole-3-carboxylic acid ethyl ester), FC1=CC=C(OCC(C)=O)C=C1 (1-(4-fluoro-phenoxy)-propan-2-one), C(C(=O)OCC)(=O)OCC (diethyl oxalate), C(C)OC(=O)C=1N(N=C(C1)COC1=CC=CC=C1)CC(C)NC(=O)OC(C)(C)C ((rac)-2-(2-tert-butoxycarbonylamino-propyl)-5-phenoxymethyl-2H-pyrazole-3-carboxylic acid ethyl ester), C(C)OC(C(CC(COC1=CC=CC=C1)=O)=O)=O (2,4-dioxo-5-phenoxy-pentanoic acid ethyl ester), O(C1=CC=CC=C1)CC1=NN2C(C(NCC2)=O)=C1 (2-phenoxymethyl-6,7-dihydro-5H-pyrazolo[1,5-a]pyrazin-4-one). The product is FC1=CC=C(OCC2=NN3C(C(NCC3)=O)=C2)C=C1 (2-(4-fluoro-phenoxymethyl)-6,7-Dihydro-5H-pyrazolo[1,5-a]pyrazin-4-one). RXN SMILES: [F:1][C:2]1[CH:12]=[CH:11][C:5]([O:6][CH2:7][C:8](=O)[CH3:9])=[CH:4][CH:3]=1.C(OCC)(=O)C(OCC)=O.C(OC(=O)C(=O)CC(=O)COC1C=CC=CC=1)C.C(OC(C1NN=C(COC2C=CC=CC=2)C=1)=O)C.C(OC([C:64]1[N:65]([CH2:77][CH:78]([NH:80][C:81]([O:83]C(C)(C)C)=O)C)[N:66]=C(COC2C=CC=CC=2)C=1)=O)C.O(CC1C=C2C(=O)NCCN2N=1)C1C=CC=CC=1>>[F:1][C:2]1[CH:12]=[CH:11][C:5]([O:6][CH2:7][C:8]2[CH:9]=[C:64]3[C:81](=[O:83])[NH:80][CH2:78][CH2:77][N:65]3[N:66]=2)=[CH:4][CH:3]=1. Procedure details: The compound was prepared from 1-(4-fluoro-phenoxy)-propan-2-one and diethyl oxalate using the methods described in the preceding examples 3 (2,4-dioxo-5-phenoxy-pentanoic acid ethyl ester), 4 (5-phenoxymethyl-2H-pyrazole-3-carboxylic acid ethyl ester), 7 ((rac)-2-(2-tert-butoxycarbonylamino-propyl)-5-phenoxymethyl-2H-pyrazole-3-carboxylic acid ethyl ester) and 6 (2-phenoxymethyl-6,7-dihydro-5H-pyrazolo[1,5-a]pyrazin-4-one). Reactants: COC=1C=CC2=C(SC(=C2C(=O)C2=CC=C(C=C2)OCC2OCCCC2)C2=CC=C(C=C2)OC)C1 ([6-Methoxy-2-(4-methoxyphenyl)benzo[b]thiophen-3-yl][4-(tetrahydropyran-2-yl)methoxyphenyl]methanone), C(C)S (ethanethiol), [Cl-].[Al+3].[Cl-].[Cl-] (aluminum chloride). Yields the product OC=1C=CC2=C(SC(=C2C(=O)C2=CC=C(C=C2)OCC2OCCCC2)C2=CC=C(C=C2)O)C1 ([6-Hydroxy-2-(4-Hydroxyphenyl)benzo[b]thiophen-3-yl][4-(Tetrahydropyran-2-yl)methoxyphenyl]methanone). Isolated yield 62.0%. Reaction SMILES: C[O:2][C:3]1[CH:4]=[CH:5][C:6]2[C:10]([C:11]([C:13]3[CH:18]=[CH:17][C:16]([O:19][CH2:20][CH:21]4[CH2:26][CH2:25][CH2:24][CH2:23][O:22]4)=[CH:15][CH:14]=3)=[O:12])=[C:9]([C:27]3[CH:32]=[CH:31][C:30]([O:33]C)=[CH:29][CH:28]=3)[S:8][C:7]=2[CH:35]=1.C(S)C.[Cl-].[Al+3].[Cl-].[Cl-]>>[OH:2][C:3]1[CH:4]=[CH:5][C:6]2[C:10]([C:11]([C:13]3[CH:14]=[CH:15][C:16]([O:19][CH2:20][CH:21]4[CH2:26][CH2:25][CH2:24][CH2:23][O:22]4)=[CH:17][CH:18]=3)=[O:12])=[C:9]([C:27]3[CH:28]=[CH:29][C:30]([OH:33])=[CH:31][CH:32]=3)[S:8][C:7]=2[CH:35]=1 |f:2.3.4.5|. Procedure: [6-Methoxy-2-(4-methoxyphenyl)benzo[b]thiophen-3-yl][4-(tetrahydropyran-2-yl)methoxyphenyl]methanone (0.32 g, 0.66 mmol) was converted to the title compound by the procedure of Example 3 using 0.24 mL (3.31 mmol) of ethanethiol and 530 mg (3.97 mmol) of aluminum chloride. Reactants: Cl.Cl.COC1=CC=C(C=C1)N1CCNCC1 (1-(4-methoxyphenyl)piperazine dihydrochloride), ClC1=NC=C(C=C1)[N+](=O)[O-] (2-chloro-5-nitropyridine), C([O-])([O-])=O.[K+].[K+] (potassium carbonate). Run in CS(=O)C (dimethyl sulfoxide). Reaction conditions: temperature 140 celsius, time 8 hour. Product: COC1=CC=C(C=C1)N1CCN(CC1)C1=NC=C(C=C1)[N+](=O)[O-] (1-(4-methoxyphenyl)-4-(5-nitro-2-pyridinyl)piperazine). The yield is 57.4%. As a reaction SMILES: Cl.Cl.[CH3:3][O:4][C:5]1[CH:10]=[CH:9][C:8]([N:11]2[CH2:16][CH2:15][NH:14][CH2:13][CH2:12]2)=[CH:7][CH:6]=1.Cl[C:18]1[CH:23]=[CH:22][C:21]([N+:24]([O-:26])=[O:25])=[CH:20][N:19]=1.C(=O)([O-])[O-].[K+].[K+]>CS(C)=O>[CH3:3][O:4][C:5]1[CH:6]=[CH:7][C:8]([N:11]2[CH2:16][CH2:15][N:14]([C:18]3[CH:23]=[CH:22][C:21]([N+:24]([O-:26])=[O:25])=[CH:20][N:19]=3)[CH2:13][CH2:12]2)=[CH:9][CH:10]=1 |f:0.1.2,4.5.6|. Procedure: A mixture of 36 g of 1-(4-methoxyphenyl)piperazine dihydrochloride, 22 g of 2-chloro-5-nitropyridine, 58 g of potassium carbonate and 227 ml of dimethyl sulfoxide was stirred overnight at 140° C. The reaction mixture was cooled and poured onto water. The precipitated product was filtered off, washed with water and dissolved in dichloromethane. The solution was treated with activated charcoal. The latter is filtered off and the filtrate was evaporated. The residue was triturated in 2-propanol. Th... Procedure details: In a mixed solvent (12 ml) of ethanol-water (9:1) were suspended 6-methoxy-4-{2-[(2S)-oxiran-2-yl]ethyl}pyrido[2,3-b]pyrazin-3(4H)-one (Reference Example 72; 290 mg, 1.17 mmol) and 6-[(4S)-4-amino-2-oxopyrrolidin-1-yl]-2H-pyrido[3,2-b][1,4]oxazin-3(4H)-one (Reference Example 22; 291 mg, 1.17 mmol), and the suspension was stirred in a sealed tube at 80° C. for 16 hours. The solvent was removed from the reaction solution under reduced pressure and the obtained residue was purified by silica gel co... Yield: 31.4%. Product: O[C@H](CN[C@H]1CC(N(C1)C=1C=CC=2OCC(NC2N1)=O)=O)CCN1C2=C(N=CC1=O)C=CC(=N2)OC (6-[(4S)-4-{[(2S)-2-Hydroxy-4-(6-methoxy-3-oxopyrido[2,3-b]pyrazin-4(3H)-yl)butyl]amino}-2-oxopyrrolidin-1-yl]-2H-pyrido[3,2-b][1,4]oxazin-3(4H)-one). Solvent: C(C)O.O (ethanol water). Starting materials: COC=1C=CC2=C(N(C(C=N2)=O)CC[C@@H]2OC2)N1 (6-Methoxy-4-{2-[(2S)-oxiran-2-yl]ethyl}pyrido[2,3-b]pyrazin-3(4H)-one), N[C@H]1CC(N(C1)C=1C=CC=2OCC(NC2N1)=O)=O (6-[(4S)-4-amino-2-oxopyrrolidin-1-yl]-2H-pyrido[3,2-b][1,4]oxazin-3(4H)-one). Run at temperature 80 celsius, time 16 hour. RXN SMILES: [CH3:1][O:2][C:3]1[CH:4]=[CH:5][C:6]2[N:11]=[CH:10][C:9](=[O:12])[N:8]([CH2:13][CH2:14][C@H:15]3[CH2:17][O:16]3)[C:7]=2[N:18]=1.[NH2:19][C@@H:20]1[CH2:24][N:23]([C:25]2[CH:26]=[CH:27][C:28]3[O:29][CH2:30][C:31](=[O:35])[NH:32][C:33]=3[N:34]=2)[C:22](=[O:36])[CH2:21]1>C(O)C.O>[OH:16][C@@H:15]([CH2:14][CH2:13][N:8]1[C:9](=[O:12])[CH:10]=[N:11][C:6]2[CH:5]=[CH:4][C:3]([O:2][CH3:1])=[N:18][C:7]1=2)[CH2:17][NH:19][C@@H:20]1[CH2:24][N:23]([C:25]2[CH:26]=[CH:27][C:28]3[O:29][CH2:30][C:31](=[O:35])[NH:32][C:33]=3[N:34]=2)[C:22](=[O:36])[CH2:21]1 |f:2.3|.